From a dataset of the Open Reaction Database (ORD), a public repository of structured organic reaction records. describe an organic reaction: reactants, conditions, products, and yield The reactants are C, CC1CN(C(=O)OCc2ccccc2)CC1(C)NC(=O)OC(C)(C)C, CO, [H][H], O, [Pd]. The product is CC1CNCC1(C)NC(=O)OC(C)(C)C. Reaction SMILES: [C:29].[CH2:1]([O:2][C:3](=[O:4])[N:11]1[CH2:12][C:13]([CH3:17])([NH:18][C:19](=[O:20])[O:21][C:22]([CH3:23])([CH3:24])[CH3:25])[CH:14]([CH3:16])[CH2:15]1)[c:5]1[cH:6][cH:7][cH:8][cH:9][cH:10]1.[CH3:27][OH:28].[H:31][H:32].[OH2:26].[Pd:30]>>[NH:11]1[CH2:12][C:13]([CH3:17])([NH:18][C:19](=[O:20])[O:21][C:22]([CH3:23])([CH3:24])[CH3:25])[CH:14]([CH3:16])[CH2:15]1. The reactants are CC(C(=O)N=C=S)CCCC (2-Methylhexanoyl isothiocyanate), S(=O)(Cl)Cl (thionyl chloride), CC(C(=O)O)CCCC (2-methylhexanoic acid), CC(C(=O)Cl)CCCC (2-methylhexanoyl chloride), ClC=1C=C(N)C=CC1OC1=CC=NC2=CC(=C(C=C12)OC)OC (3-Chloro-4-[(6,7-dimethoxy-4-quinolyl)oxy]aniline). Solvent: C(C)O (ethanol), C1(=CC=CC=C1)C (Toluene), C(C)O (ethanol), C1(=CC=CC=C1)C (toluene). Conditions: temperature 100 celsius, time 2 hour. Product: ClC=1C=C(C=CC1OC1=CC=NC2=CC(=C(C=C12)OC)OC)NC(=S)NC(C(CCCC)C)=O (N-{3-Chloro-4-[(6,7-dimethoxy-4-quinolyl)oxy]phenyl}-N′-(2-methylhexanoyl)thiourea). Isolated yield 58.0%. Reaction SMILES: S(Cl)(Cl)=O.CC(CCCC)C(O)=O.CC(CCCC)C(Cl)=O.[CH3:23][CH:24]([CH2:30][CH2:31][CH2:32][CH3:33])[C:25]([N:27]=[C:28]=[S:29])=[O:26].[Cl:34][C:35]1[CH:36]=[C:37]([CH:39]=[CH:40][C:41]=1[O:42][C:43]1[C:52]2[C:47](=[CH:48][C:49]([O:55][CH3:56])=[C:50]([O:53][CH3:54])[CH:51]=2)[N:46]=[CH:45][CH:44]=1)[NH2:38]>C(O)C.C1(C)C=CC=CC=1>[Cl:34][C:35]1[CH:36]=[C:37]([NH:38][C:28]([NH:27][C:25](=[O:26])[CH:24]([CH3:23])[CH2:30][CH2:31][CH2:32][CH3:33])=[S:29])[CH:39]=[CH:40][C:41]=1[O:42][C:43]1[C:52]2[C:47](=[CH:48][C:49]([O:55][CH3:56])=[C:50]([O:53][CH3:54])[CH:51]=2)[N:46]=[CH:45][CH:44]=1. Procedure details: Toluene (20 ml) and thionyl chloride (1 ml) were added to commercially available 2-methylhexanoic acid (80 mg), and the mixture was heated at 100° C. for one hr. The solvent was removed by distillation, and 2-methylhexanoyl isothiocyanate was prepared using the resultant 2-methylhexanoyl chloride as a starting compound according to the description of the literature. 2-Methylhexanoyl isothiocyanate was dissolved in ethanol (1 ml) to prepare a solution. 3-Chloro-4-[(6,7-dimethoxy-4-quinolyl)oxy]an...